This data is from the Open Reaction Database (ORD), a public repository of structured organic reaction records. The task is: describe an organic reaction: reactants, conditions, products, and yield Starting materials: ClC1=NC(=NC(=C1)N1CC(OCC1)C=1NC=C(N1)C1=CC=C(C=C1)OC)N (4-chloro-6-(2-{4-[4-(methyloxy)phenyl]-1H-imidazol-2-yl}-4-morpholinyl)-2-pyrimidinamine), FC1=C(C#N)C=CC(=C1)B1OC(C(O1)(C)C)(C)C (2-fluoro-4-(4,4,5,5-tetramethyl-1,3,2-dioxaborolan-2-yl)benzonitrile), C(=O)([O-])[O-].[Na+].[Na+] (Na2CO3). The reagents and catalysts are C=1C=CC(=CC1)[P](C=2C=CC=CC2)(C=3C=CC=CC3)[Pd]([P](C=4C=CC=CC4)(C=5C=CC=CC5)C=6C=CC=CC6)([P](C=7C=CC=CC7)(C=8C=CC=CC8)C=9C=CC=CC9)[P](C=1C=CC=CC1)(C=1C=CC=CC1)C=1C=CC=CC1 (Pd(PPh3)4). Solvent: O1CCOCC1 (1,4-dioxane), O (water). Reaction conditions: temperature 140 celsius, time 1 hour. The product is NC1=NC(=CC(=N1)C1=CC(=C(C#N)C=C1)F)N1CC(OCC1)C=1NC=C(N1)C1=CC=C(C=C1)OC (4-[2-Amino-6-(2-{4-[4-(methyloxy)phenyl]-1H-imidazol-2-yl}-4-morpholinyl)-4-pyrimidinyl]-2-fluorobenzonitrile). Isolated yield 55.3%. As a reaction SMILES: Cl[C:2]1[CH:7]=[C:6]([N:8]2[CH2:13][CH2:12][O:11][CH:10]([C:14]3[NH:15][CH:16]=[C:17]([C:19]4[CH:24]=[CH:23][C:22]([O:25][CH3:26])=[CH:21][CH:20]=4)[N:18]=3)[CH2:9]2)[N:5]=[C:4]([NH2:27])[N:3]=1.[F:28][C:29]1[CH:36]=[C:35](B2OC(C)(C)C(C)(C)O2)[CH:34]=[CH:33][C:30]=1[C:31]#[N:32].C([O-])([O-])=O.[Na+].[Na+]>O1CCOCC1.O.C1C=CC([P]([Pd]([P](C2C=CC=CC=2)(C2C=CC=CC=2)C2C=CC=CC=2)([P](C2C=CC=CC=2)(C2C=CC=CC=2)C2C=CC=CC=2)[P](C2C=CC=CC=2)(C2C=CC=CC=2)C2C=CC=CC=2)(C2C=CC=CC=2)C2C=CC=CC=2)=CC=1>[NH2:27][C:4]1[N:3]=[C:2]([C:35]2[CH:34]=[CH:33][C:30]([C:31]#[N:32])=[C:29]([F:28])[CH:36]=2)[CH:7]=[C:6]([N:8]2[CH2:13][CH2:12][O:11][CH:10]([C:14]3[NH:15][CH:16]=[C:17]([C:19]4[CH:24]=[CH:23][C:22]([O:25][CH3:26])=[CH:21][CH:20]=4)[N:18]=3)[CH2:9]2)[N:5]=1 |f:2.3.4,^1:62,64,83,102|. Procedure: A mixture of 4-chloro-6-(2-{4-[4-(methyloxy)phenyl]-1H-imidazol-2-yl}-4-morpholinyl)-2-pyrimidinamine (1.0 g, 2.59 mmol), 2-fluoro-4-(4,4,5,5-tetramethyl-1,3,2-dioxaborolan-2-yl)benzonitrile (0.83 g, 3.36 mmol), Na2CO3 (0.685 g, 6.46 mmol) and Pd(PPh3)4 (0.30 g, 0.26 mmol) in 1,4-dioxane (8 mL) and water (2 mL) was heated at 140° C. under microwave conditions with stirring for 1 hour. The reaction mixture was filtered, washed by ethyl acetate (100 mL), and concentrated. The resulting residue was... Starting materials: BrCc1ccc(-c2nc3ccccc3o2)cc1Br, N#C[Na], CN(C)C=O, O, O. Yields the product N#CCc1ccc(-c2nc3ccccc3o2)cc1Br. RXN SMILES: [Br:1][c:2]1[cH:3][c:4](-[c:10]2[o:11][c:12]3[c:13]([n:14]2)[cH:15][cH:16][cH:17][cH:18]3)[cH:5][cH:6][c:7]1[CH2:8][Br:9].[Na:19][C:20]#[N:21].[O:23]=[CH:24][N:25]([CH3:26])[CH3:27].[OH2:22].[OH2:28]>>[Br:1][c:2]1[cH:3][c:4](-[c:10]2[o:11][c:12]3[c:13]([n:14]2)[cH:15][cH:16][cH:17][cH:18]3)[cH:5][cH:6][c:7]1[CH2:8][C:20]#[N:21]. Reactants: N1C(=NC2=C1C=CC=C2)[C@H]2CN(CCC2)C(=O)OC(C)(C)C ((R)-tert-Butyl 3-(1H-benzo[d]imidazol-2-yl)piperidine-1-carboxylate), BrCCCOC (1-bromo-3-methoxypropane), resultant solution, [H-].[Na+] (NaH). The solvent is CN(C)C=O (DMF). The product is COCCCN1C(=NC2=C1C=CC=C2)[C@H]2CN(CCC2)C(=O)OC(C)(C)C ((R)-tert-butyl 3-(1-(3-methoxypropyl)-1H-benzo[d]imidazol-2-yl)piperidine-1-carboxylate). The yield is 96.8%. As a reaction SMILES: [NH:1]1[C:5]2[CH:6]=[CH:7][CH:8]=[CH:9][C:4]=2[N:3]=[C:2]1[C@@H:10]1[CH2:15][CH2:14][CH2:13][N:12]([C:16]([O:18][C:19]([CH3:22])([CH3:21])[CH3:20])=[O:17])[CH2:11]1.[H-].[Na+].Br[CH2:26][CH2:27][CH2:28][O:29][CH3:30]>CN(C=O)C>[CH3:30][O:29][CH2:28][CH2:27][CH2:26][N:1]1[C:5]2[CH:6]=[CH:7][CH:8]=[CH:9][C:4]=2[N:3]=[C:2]1[C@@H:10]1[CH2:15][CH2:14][CH2:13][N:12]([C:16]([O:18][C:19]([CH3:22])([CH3:21])[CH3:20])=[O:17])[CH2:11]1 |f:1.2|. Procedure: (R)-tert-Butyl 3-(1H-benzo[d]imidazol-2-yl)piperidine-1-carboxylate (7B) (9.95 mmol, 3.0 g) was added to a 200 mL round-bottomed flask equipped for stirring under nitrogen. DMF (50 mL) was added and the resultant solution was cooled to 0° C. with an ice bath. NaH (60% in mineral oil, 11.95 mmol, 0.478 g) was then added and the subsequent solution was allowed to stir under nitrogen for 0.5 hr. At this time 1-bromo-3-methoxypropane (12.44 mmol, 1.90 g) was added, the ice bath was removed and the r... Reactants: O (water), C=1(O)C(O)=CC=CC1 (catechol), C([O-])([O-])=O.[K+].[K+] (potassium carbonate), [N+](=O)([O-])C1=C(C(C#N)=CC=C1)C#N (3-nitrophthalonitrile). Run in CS(=O)C (dimethyl sulphoxide). Reaction conditions: time 26 hour. Yields the product C(#N)C1=C(OC2=C(C=CC=C2)OC2=C(C(=CC=C2)C#N)C#N)C=CC=C1C#N (1,2-bis-(2,3-dicyanophenoxy) benzene). As a reaction SMILES: [N+]([C:4]1[CH:11]=[CH:10][CH:9]=[C:6]([C:7]#[N:8])[C:5]=1[C:12]#[N:13])([O-])=O.[C:14]1([C:16](=[CH:18][CH:19]=[CH:20][CH:21]=1)O)[OH:15].[C:22](=[O:25])([O-])[O-].[K+].[K+].O>CS(C)=O>[C:12]([C:5]1[C:6]([C:7]#[N:8])=[CH:9][CH:10]=[CH:11][C:4]=1[O:15][C:14]1[CH:21]=[CH:20][CH:19]=[CH:18][C:16]=1[O:25][C:22]1[CH:11]=[CH:10][CH:9]=[C:6]([C:7]#[N:8])[C:5]=1[C:12]#[N:13])#[N:13] |f:2.3.4|. Reported procedure: The same apparatus as was used in Example 1 was also used in this example. 3 g (0.0173 moles) of 3-nitrophthalonitrile, was dissolved in 15 ml of anhydrous dimethyl sulphoxide in the three-necked flask. 0.95 g (0.00863 moles) of catechol and 2 g of potassium carbonate were added to the reaction mixture. The mixture was stirred at room temperature with a stream of dry, oxygen-free nitrogen passing through the flask for 26 hours. The product was isolated by pouring the reaction mixture into 300 ml... The reactants are Cl, C1CCOC1, O, O=C(c1cc(C(=O)N2CS(=O)(=O)c3ccccc32)cc(C(F)(F)F)c1O)N1CCSC1. Yields the product O=C(c1cc(C(=O)N2CS(=O)(=O)c3ccccc32)cc(C(F)(F)F)c1O)N1CCS(=O)C1. As a reaction SMILES: [ClH:32].[O:33]1[CH2:34][CH2:35][CH2:36][CH2:37]1.[OH2:38].[OH:1][c:2]1[c:3]([C:25](=[O:26])[N:27]2[CH2:28][S:29][CH2:30][CH2:31]2)[cH:4][c:5]([C:6](=[O:7])[N:8]2[CH2:9][S:10](=[O:17])(=[O:18])[c:11]3[c:12]2[cH:13][cH:14][cH:15][cH:16]3)[cH:19][c:20]1[C:21]([F:22])([F:23])[F:24]>>[OH:1][c:2]1[c:3]([C:25](=[O:26])[N:27]2[CH2:28][S:29](=[O:33])[CH2:30][CH2:31]2)[cH:4][c:5]([C:6](=[O:7])[N:8]2[CH2:9][S:10](=[O:17])(=[O:18])[c:11]3[c:12]2[cH:13][cH:14][cH:15][cH:16]3)[cH:19][c:20]1[C:21]([F:22])([F:23])[F:24]. The reactants are BrCc1ccccc1, CN(C)C=O, Nc1cc(O)c(C(=O)O)cc1Cl, O. The product is Nc1cc(OCc2ccccc2)c(C(=O)O)cc1Cl. As a reaction SMILES: [Br:13][CH2:14][c:15]1[cH:16][cH:17][cH:18][cH:19][cH:20]1.[CH3:22][N:23]([CH3:24])[CH:25]=[O:26].[NH2:1][c:2]1[cH:3][c:4]([OH:12])[c:5]([C:6](=[O:7])[OH:8])[cH:9][c:10]1[Cl:11].[OH2:21]>>[NH2:1][c:2]1[cH:3][c:4]([O:12][CH2:14][c:15]2[cH:16][cH:17][cH:18][cH:19][cH:20]2)[c:5]([C:6](=[O:7])[OH:8])[cH:9][c:10]1[Cl:11]. Isolated yield 104.4%. The product is C(C)(=O)C1=CC=C(C=C1)CC(C)O (1-(4-Acetylphenyl) propan-2-ol). Reported procedure: 2-Acetoxy-1-(4-acetylphenyl) propane (4.5 g) was heated for 2 hours in refluxing 2 N sodium hydroxide solution. The mixture was allowed to cool and the product was extracted into ether. Evaporation of the dried (MgSO4) extracts gave an oil (3.8 g). Reaction SMILES: C([O:4][CH:5]([CH3:16])[CH2:6][C:7]1[CH:12]=[CH:11][C:10]([C:13](=[O:15])[CH3:14])=[CH:9][CH:8]=1)(=O)C.[OH-].[Na+]>>[C:13]([C:10]1[CH:11]=[CH:12][C:7]([CH2:6][CH:5]([OH:4])[CH3:16])=[CH:8][CH:9]=1)(=[O:15])[CH3:14] |f:1.2|. Starting materials: C(C)(=O)OC(CC1=CC=C(C=C1)C(C)=O)C (2-Acetoxy-1-(4-acetylphenyl) propane), [OH-].[Na+] (sodium hydroxide). Conditions: time 30 minute. Solvent: ClCCl (dichloromethane), ClCCl (dichloromethane). Product: C1=CC=CC=2C3=CC=CC=C3C(C12)COC(NC(C\C=C\C(N(C)[C@H](CC1=CC2=CC=CC=C2C=C1)C(N(C)[C@H](CC1=CC=CC=C1)C(N(C)C)=O)=O)=O)(C)C)=O (((3E)-4-(N-((1R)-1-(N-((1R)-1-dimethylcarbamoyl-2-phenylethyl)-N-methylcarbamoyl)-2-(2-naphthyl)ethyl)-N-methylcarbamoyl)-1,1-dimethylbut-3-enyl)carbamic acid 9H-flouren-9-ylmethyl ester). Starting materials: C1=CC=CC=2C3=CC=CC=C3C(C12)COC(=O)NC(C/C=C/C(=O)O)(C)C ((2E)-5-(((9H-flouren-9-yl)methoxy)- carbonylamino)-5-methylhex-2-enoic acid), ON1N=NC2=C1N=CC=C2 (1-hydroxy-7-azabenzotriazole), Cl.C(C)N=C=NCCCN(C)C (1-ethyl-3-(3-dimethylaminopropyl)carbodiimide hydrochloride), CN(C([C@@H](CC1=CC=CC=C1)NC)=O)C ((2R)-N,N-Dimethyl-2-methylamino-3-phenylpropionamide), CN(C(=O)[C@@H](CC1=CC=CC=C1)N(C(C(CC1=CC2=CC=CC=C2C=C1)NC)=O)C)C (N-((1R)-1-dimethylcarbamoyl-2-phenylethyl)-N-methyl-2-methylamino-3-(2-naphthyl)propionamide), C(C)(C)N(CC)C(C)C (diisopropylethylamine). Procedure details: To a solution of (2E)-5-(((9H-flouren-9-yl)methoxy)- carbonylamino)-5-methylhex-2-enoic acid (280 mg, 0.77 mmol) in dichloromethane (5 ml) were added 1-hydroxy-7-azabenzotriazole (126 mg, 0.92 mmol) and 1-ethyl-3-(3-dimethylaminopropyl)carbodiimide hydrochloride (207 mg, 1.08 mmol) and the mixture was stirred for 30 min. Then 2R)-N-((1R)-1-dimethylcarbamoyl-2-phenylethyl)-N-methyl-2-methylamino-3-(2-naphthyl)propionamide (386 mg, 0.92 mmol) in dichloromethane (5 ml) and diisopropylethylamine (0.... RXN SMILES: [CH:1]1[C:13]2[CH:12]([CH2:14][O:15][C:16]([NH:18][C:19]([CH3:27])([CH3:26])[CH2:20]/[CH:21]=[CH:22]/[C:23](O)=[O:24])=[O:17])[C:11]3[C:6](=[CH:7][CH:8]=[CH:9][CH:10]=3)[C:5]=2[CH:4]=[CH:3][CH:2]=1.ON1C2N=CC=CC=2N=N1.Cl.C(N=C=NCCCN(C)C)C.CN(C)C(=O)[C@H](NC)CC1C=CC=CC=1.[CH3:65][N:66]([CH3:95])[C:67]([C@H:69]([N:77]([CH3:94])[C:78](=[O:93])[CH:79]([NH:91][CH3:92])[CH2:80][C:81]1[CH:90]=[CH:89][C:88]2[C:83](=[CH:84][CH:85]=[CH:86][CH:87]=2)[CH:82]=1)[CH2:70][C:71]1[CH:76]=[CH:75][CH:74]=[CH:73][CH:72]=1)=[O:68].C(N(C(C)C)CC)(C)C>ClCCl>[CH:1]1[C:13]2[CH:12]([CH2:14][O:15][C:16](=[O:17])[NH:18][C:19]([CH3:26])([CH3:27])[CH2:20]/[CH:21]=[CH:22]/[C:23](=[O:24])[N:91]([C@@H:79]([C:78](=[O:93])[N:77]([C@@H:69]([C:67](=[O:68])[N:66]([CH3:65])[CH3:95])[CH2:70][C:71]3[CH:72]=[CH:73][CH:74]=[CH:75][CH:76]=3)[CH3:94])[CH2:80][C:81]3[CH:90]=[CH:89][C:88]4[C:83](=[CH:84][CH:85]=[CH:86][CH:87]=4)[CH:82]=3)[CH3:92])[C:11]3[C:6](=[CH:7][CH:8]=[CH:9][CH:10]=3)[C:5]=2[CH:4]=[CH:3][CH:2]=1 |f:2.3|. The yield is 68.1%. Reactants: BrCc1ccccc1, COc1ccc(CSC2CCN(S(=O)(=O)c3ccc4ccccc4c3)CC2CO)cc1, [H-], [I-], [Na+], [Na+], CN(C)C=O. Yields the product COc1ccc(CSC2CCN(S(=O)(=O)c3ccc4ccccc4c3)CC2COCc2ccccc2)cc1. RXN SMILES: [CH2:32]([c:33]1[cH:34][cH:35][cH:36][cH:37][cH:38]1)[Br:39].[CH3:1][O:2][c:3]1[cH:4][cH:5][c:6]([CH2:7][S:8][CH:9]2[CH:10]([CH2:28][OH:29])[CH2:11][N:12]([S:15](=[O:16])(=[O:17])[c:18]3[cH:19][c:20]4[cH:21][cH:22][cH:23][cH:24][c:25]4[cH:26][cH:27]3)[CH2:13][CH2:14]2)[cH:30][cH:31]1.[H-:41].[I-:42].[Na+:40].[Na+:43].[O:44]=[CH:45][N:46]([CH3:47])[CH3:48]>>[CH3:1][O:2][c:3]1[cH:4][cH:5][c:6]([CH2:7][S:8][CH:9]2[CH:10]([CH2:28][O:29][CH2:32][c:33]3[cH:34][cH:35][cH:36][cH:37][cH:38]3)[CH2:11][N:12]([S:15](=[O:16])(=[O:17])[c:18]3[cH:19][c:20]4[cH:21][cH:22][cH:23][cH:24][c:25]4[cH:26][cH:27]3)[CH2:13][CH2:14]2)[cH:30][cH:31]1. Starting materials: O=C[C@@H](O)[C@@H](O)[C@H](O)[C@H](O)CO (D-mannose), cupric chloride, C(O)([O-])=O.[Na+] (sodium hydrogencarbonate). The solvent is CC(=O)C (acetone). Conditions: time 3 hour. The product is CC1(OC[C@@H](O1)[C@@H]2[C@H]3[C@@H]([C@H](O2)O)OC(O3)(C)C)C (2,3:5,6-di-O-isopropylidene-α-D-mannofuranose). Isolated yield 180.0%. As a reaction SMILES: [O:1]=[CH:2][C@H:3]([C@H:5]([C@@H:7]([C@@H:9]([CH2:11][OH:12])[OH:10])[OH:8])[OH:6])[OH:4].C(=O)([O-])O.[Na+]>CC(C)=O>[CH3:2][C:3]1([CH3:5])[O:4][C@@H:3]([C@H:5]2[O:6][C@H:11]([OH:12])[C@H:9]3[O:10][C:9]([CH3:11])([CH3:7])[O:8][C@@H:7]23)[CH2:2][O:1]1 |f:1.2|. Reported procedure: To 250 ml of acetone were added 10.0 g of D-mannose and 125 mg of anhydrous cupric chloride, and the mixture was stirred for 3 hours under reflux in a warm-water bath at 57° to 58° C. The refluxing solvent was continuously dried with 20 g of molecular sieves 3A which was placed between the reaction vessel and the cooling tube. After the conclusion of the reaction, a small amount of aqueous sodium hydrogencarbonate was added to the reaction mixture, and the acetone was distilled off under reduced...